Dataset: the Open Reaction Database (ORD), a public repository of structured organic reaction records. Task: describe an organic reaction: reactants, conditions, products, and yield Starting materials: CC(C)(C)OC(=O)N1CCC(=CBr)CC1, C#Cc1cc(F)cc(F)c1, [Cu]I, O, [Pd], c1ccc(P(c2ccccc2)c2ccccc2)cc1, c1ccc(P(c2ccccc2)c2ccccc2)cc1, c1ccc(P(c2ccccc2)c2ccccc2)cc1, c1ccc(P(c2ccccc2)c2ccccc2)cc1. Yields the product CC(C)(C)OC(=O)N1CCC(=CC#Cc2cc(F)cc(F)c2)CC1. Reaction SMILES: [Br:1][CH:2]=[C:3]1[CH2:4][CH2:5][N:6]([C:9](=[O:10])[O:11][C:12]([CH3:13])([CH3:14])[CH3:15])[CH2:7][CH2:8]1.[C:16](#[CH:17])[c:18]1[cH:19][c:20]([F:25])[cH:21][c:22]([F:24])[cH:23]1.[Cu:103][I:104].[OH2:105].[Pd:102].[c:26]1([P:27]([c:28]2[cH:29][cH:30][cH:31][cH:32][cH:33]2)[c:34]2[cH:35][cH:36][cH:37][cH:38][cH:39]2)[cH:40][cH:41][cH:42][cH:43][cH:44]1.[c:45]1([P:46]([c:47]2[cH:48][cH:49][cH:50][cH:51][cH:52]2)[c:53]2[cH:54][cH:55][cH:56][cH:57][cH:58]2)[cH:59][cH:60][cH:61][cH:62][cH:63]1.[c:64]1([P:65]([c:66]2[cH:67][cH:68][cH:69][cH:70][cH:71]2)[c:72]2[cH:73][cH:74][cH:75][cH:76][cH:77]2)[cH:78][cH:79][cH:80][cH:81][cH:82]1.[c:83]1([P:84]([c:85]2[cH:86][cH:87][cH:88][cH:89][cH:90]2)[c:91]2[cH:92][cH:93][cH:94][cH:95][cH:96]2)[cH:97][cH:98][cH:99][cH:100][cH:101]1>>[CH:2](=[C:3]1[CH2:4][CH2:5][N:6]([C:9](=[O:10])[O:11][C:12]([CH3:13])([CH3:14])[CH3:15])[CH2:7][CH2:8]1)[C:17]#[C:16][c:18]1[cH:19][c:20]([F:25])[cH:21][c:22]([F:24])[cH:23]1.